From a dataset of the Open Reaction Database (ORD), a public repository of structured organic reaction records. describe an organic reaction: reactants, conditions, products, and yield Starting materials: C(CCCCCCCCC)(=O)NC=1C=C(C(=O)O)C=CC1C (3-(n-decanamido)-4-methylbenzoic acid), CC(C)([O-])C.[K+] (potassium tert-butoxide). Yields the product C(CCCCCCCC)C=1NC2=CC(=CC=C2C1)C(=O)O (2-(n-nonyl)indole-6-carboxylic acid). Isolated yield 72.6%. RXN SMILES: [C:1]([NH:12][C:13]1[CH:14]=[C:15]([CH:19]=[CH:20][C:21]=1[CH3:22])[C:16]([OH:18])=[O:17])(=O)[CH2:2][CH2:3][CH2:4][CH2:5][CH2:6][CH2:7][CH2:8][CH2:9][CH3:10].CC(C)([O-])C.[K+]>>[CH2:2]([C:1]1[NH:12][C:13]2[C:21]([CH:22]=1)=[CH:20][CH:19]=[C:15]([C:16]([OH:18])=[O:17])[CH:14]=2)[CH2:3][CH2:4][CH2:5][CH2:6][CH2:7][CH2:8][CH2:9][CH3:10] |f:1.2|. Procedure: A mixture of 3-(n-decanamido)-4-methylbenzoic acid (6.0 g) and potassium tert-butoxide (23.5 g) was treated in a similar manner to that described hereinbefore in Example 1 to give a solid which was recrystallised from ethanol to give 2-(n-nonyl)indole-6-carboxylic acid (4.1 g), in the form of colourless crystals, m.p. 166°-169° C.